Dataset: the Open Reaction Database (ORD), a public repository of structured organic reaction records. Task: describe an organic reaction: reactants, conditions, products, and yield Reactants: CC(C)C(=O)Cl, C=C(Cl)Cl, ClCCl, [Cl-]. Product: CC(C)C(=O)C=C(Cl)Cl. RXN SMILES: [C:1]([CH:2]([CH3:3])[CH3:4])(=[O:5])[Cl:6].[C:8](=[CH2:9])([Cl:10])[Cl:11].[CH2:12]([Cl:13])[Cl:14].[Cl-:7]>>[C:1]([CH:2]([CH3:3])[CH3:4])(=[O:5])[CH:9]=[C:8]([Cl:10])[Cl:11]. Yields the product C(C)(C)(C)OC(=O)N1CCC(CC1)C1=CC=C(C=C1)[C@@H](CC(=O)C1=NN(C(C=C1)=O)C)C1=C(C=CC=C1)C (4-{4-[(R)-3-(1-methyl-6-oxo-1,6-dihydro-pyridazin-3-yl)-3-oxo-1-o-tolyl-propyl]-phenyl}-piperidine-1-carboxylic acid tert-butyl ester). Reactants: BrC1=CC=C(C=C1)[C@@H](CC(=O)C=1C=CC(N(N1)C)=O)C1=C(C=CC=C1)C ((R)-6-(3-(4-bromophenyl)-3-o-tolylpropanoyl)-2-methylpyridazin-3(2H)-one), [I-].C(C)(C)(C)OC(=O)N1CCC(CC1)[Zn+] ((1-(tert-butoxycarbonyl)piperidin-4-yl)zinc(II) iodide). Reported procedure: The title compound was produced in analogy to example 3, steps 1 and 2. Thus, reaction of (R)-6-(3-(4-bromophenyl)-3-o-tolylpropanoyl)-2-methylpyridazin-3(2H)-one (example 25, step 1) with (1-(tert-butoxycarbonyl)piperidin-4-yl)zinc(II) iodide produced 4-{4-[(R)-3-(1-methyl-6-oxo-1,6-dihydro-pyridazin-3-yl)-3-oxo-1-o-tolyl-propyl]-phenyl}-piperidine-1-carboxylic acid tert-butyl ester, which after cleavage of the tert-butoxycarbonyl group led to (R)-2-methyl-6-(3-(4-(piperidin-4-yl)phenyl)-3-o-to... RXN SMILES: Br[C:2]1[CH:7]=[CH:6][C:5]([C@H:8]([C:20]2[CH:25]=[CH:24][CH:23]=[CH:22][C:21]=2[CH3:26])[CH2:9][C:10]([C:12]2[CH:13]=[CH:14][C:15](=[O:19])[N:16]([CH3:18])[N:17]=2)=[O:11])=[CH:4][CH:3]=1.[I-].[C:28]([O:32][C:33]([N:35]1[CH2:40][CH2:39][CH:38]([Zn+])[CH2:37][CH2:36]1)=[O:34])([CH3:31])([CH3:30])[CH3:29]>>[C:28]([O:32][C:33]([N:35]1[CH2:40][CH2:39][CH:38]([C:2]2[CH:3]=[CH:4][C:5]([C@H:8]([C:20]3[CH:25]=[CH:24][CH:23]=[CH:22][C:21]=3[CH3:26])[CH2:9][C:10]([C:12]3[CH:13]=[CH:14][C:15](=[O:19])[N:16]([CH3:18])[N:17]=3)=[O:11])=[CH:6][CH:7]=2)[CH2:37][CH2:36]1)=[O:34])([CH3:31])([CH3:30])[CH3:29] |f:1.2|. Starting materials: C([O-])([O-])=O.[K+].[K+] (Potassium carbonate), COC(N[C@@H](C(C)C)C(=O)N1[C@@H](CCC1)C=1NC=C(N1)C1=CC=C(C=C1)B1OC(C(O1)(C)C)(C)C)=O ([(S)-2-methyl-1-((S)-2-{4-[4-(4,4,5,5-tetramethyl-[1,3,2]dioxaborolan-2-yl)-phenyl]-1H-imidazol-2-yl}-pyrrolidine-1-carbonyl)-propyl]-carbamic acid methyl ester), NC=1C(=CC(=C(C1)C(F)(F)F)Br)Cl (5-amino-2-bromo-4-chlorobenzotrifluoride). Reagents/catalysts: C=1C=CC(=CC1)[P](C=2C=CC=CC2)(C=3C=CC=CC3)[Pd]([P](C=4C=CC=CC4)(C=5C=CC=CC5)C=6C=CC=CC6)([P](C=7C=CC=CC7)(C=8C=CC=CC8)C=9C=CC=CC9)[P](C=1C=CC=CC1)(C=1C=CC=CC1)C=1C=CC=CC1 (Tetrakis(triphenylphosphine)palladium(0)). Run in C1(=CC=CC=C1)C (toluene), O (water). Conditions: temperature 100 celsius. The product is COC(N[C@@H](C(C)C)C(=O)N1[C@@H](CCC1)C=1NC=C(N1)C1=CC=C(C=C1)C1=C(C=C(C(=C1)Cl)N)C(F)(F)F)=O (((S)-1-{(S)-2-[4-(4′-Amino-5′-chloro-2′-trifluoromethyl-biphenyl-4-yl)-1H-imidazol-2-yl]-pyrrolidine-1-carbonyl}-2-methyl-propyl)-carbamic acid methyl ester). As a reaction SMILES: C(=O)([O-])[O-].[K+].[K+].[CH3:7][O:8][C:9](=[O:42])[NH:10][C@H:11]([C:15]([N:17]1[CH2:21][CH2:20][CH2:19][C@H:18]1[C:22]1[NH:23][CH:24]=[C:25]([C:27]2[CH:32]=[CH:31][C:30](B3OC(C)(C)C(C)(C)O3)=[CH:29][CH:28]=2)[N:26]=1)=[O:16])[CH:12]([CH3:14])[CH3:13].[NH2:43][C:44]1[C:45]([Cl:55])=[CH:46][C:47](Br)=[C:48]([C:50]([F:53])([F:52])[F:51])[CH:49]=1>C1(C)C=CC=CC=1.O.C1C=CC([P]([Pd]([P](C2C=CC=CC=2)(C2C=CC=CC=2)C2C=CC=CC=2)([P](C2C=CC=CC=2)(C2C=CC=CC=2)C2C=CC=CC=2)[P](C2C=CC=CC=2)(C2C=CC=CC=2)C2C=CC=CC=2)(C2C=CC=CC=2)C2C=CC=CC=2)=CC=1>[CH3:7][O:8][C:9](=[O:42])[NH:10][C@H:11]([C:15]([N:17]1[CH2:21][CH2:20][CH2:19][C@H:18]1[C:22]1[NH:23][CH:24]=[C:25]([C:27]2[CH:28]=[CH:29][C:30]([C:47]3[CH:46]=[C:45]([Cl:55])[C:44]([NH2:43])=[CH:49][C:48]=3[C:50]([F:52])([F:53])[F:51])=[CH:31][CH:32]=2)[N:26]=1)=[O:16])[CH:12]([CH3:14])[CH3:13] |f:0.1.2,^1:67,69,88,107|. Procedure: Potassium carbonate (280 mg, 2.0 mmol) was added to a solution of [(S)-2-methyl-1-((S)-2-{4-[4-(4,4,5,5-tetramethyl-[1,3,2]dioxaborolan-2-yl)-phenyl]-1H-imidazol-2-yl}-pyrrolidine-1-carbonyl)-propyl]-carbamic acid methyl ester (200 mg, 0.40 mmol) and 5-amino-2-bromo-4-chlorobenzotrifluoride (110 mg, 0.40 mmol; Preparation 51) dissolved in toluene (1.3 mL) and water (0.43 mL). The reaction mixture was sparged under nitrogen. Tetrakis(triphenylphosphine)palladium(0) (56 mg, 0.48 mmol) was added an... Reactants: C(C)(=O)NCC1=CC=CC(=N1)C=1N=C(SC1)NC(=S)NC (4-(6-acetylaminomethylpyridin-2-yl)-2-(3-methylthioureido)thiazole), CI (methyl iodide), CO (methanol). The solvent is O1CCCC1 (tetrahydrofuran). Product: I.C(C)(=O)NCC1=CC=CC(=N1)C=1N=C(SC1)N=C(SC)NC (4-(6-acetylaminomethylpyridin-2-yl)-2-[(methylamino)(methylthio)methyleneamino]thiazole hydriodide). As a reaction SMILES: [C:1]([NH:4][CH2:5][C:6]1[N:11]=[C:10]([C:12]2[N:13]=[C:14]([NH:17][C:18]([NH:20][CH3:21])=[S:19])[S:15][CH:16]=2)[CH:9]=[CH:8][CH:7]=1)(=[O:3])[CH3:2].[CH3:22][I:23].CO>O1CCCC1>[IH:23].[C:1]([NH:4][CH2:5][C:6]1[N:11]=[C:10]([C:12]2[N:13]=[C:14]([N:17]=[C:18]([NH:20][CH3:21])[S:19][CH3:22])[S:15][CH:16]=2)[CH:9]=[CH:8][CH:7]=1)(=[O:3])[CH3:2] |f:4.5|. Procedure: A mixture of 4-(6-acetylaminomethylpyridin-2-yl)-2-(3-methylthioureido)thiazole (1.5 g) and methyl iodide (0.45 ml) in a solution of methanol (15 ml) and tetrahydrofuran (8 ml) was heated under reflux for 9 hours. The solvent was removed by concentration and the residue was triturated with ethyl acetate to give 4-(6-acetylaminomethylpyridin-2-yl)-2-[(methylamino)(methylthio)methyleneamino]thiazole hydriodide (1.44 g). Reactants: O=C([O-])[O-], c1ccc(CN2CCNCC2)cc1, CC#N, Cc1c(SCCCCl)ccnc1CSc1ccccn1, Cl, Cl, Cl, [I-], [K+], [K+], [Na+], O. Yields the product Cc1c(SCCCN2CCN(Cc3ccccc3)CC2)ccnc1CSc1ccccn1, Cl. RXN SMILES: [C:36](=[O:37])([O-:38])[O-:39].[CH2:23]([c:24]1[cH:25][cH:26][cH:27][cH:28][cH:29]1)[N:30]1[CH2:31][CH2:32][NH:33][CH2:34][CH2:35]1.[CH3:45][C:46]#[N:47].[Cl:3][CH2:4][CH2:5][CH2:6][S:7][c:8]1[c:9]([CH3:22])[c:10]([CH2:14][S:15][c:16]2[n:17][cH:18][cH:19][cH:20][cH:21]2)[n:11][cH:12][cH:13]1.[ClH:1].[ClH:2].[ClH:44].[I-:43].[K+:40].[K+:41].[Na+:42].[OH2:48]>>[CH2:4]([CH2:5][CH2:6][S:7][c:8]1[c:9]([CH3:22])[c:10]([CH2:14][S:15][c:16]2[n:17][cH:18][cH:19][cH:20][cH:21]2)[n:11][cH:12][cH:13]1)[N:33]1[CH2:32][CH2:31][N:30]([CH2:23][c:24]2[cH:25][cH:26][cH:27][cH:28][cH:29]2)[CH2:35][CH2:34]1.[ClH:3]. The reactants are COC(CN(C)NC(CCCC[C@@H]1SC[C@@H]2NC(=O)N[C@H]12)=O)=O (biotinamido-N-methyl-glycine methyl ester), [OH-].[Na+] (sodium hydroxide). Solvent: CO (methanol). Run at temperature 30 celsius, time 14 hour. Yields the product C(CCCC[C@@H]1SC[C@@H]2NC(=O)N[C@H]12)(=O)NN(CC(=O)O)C (Biotinamido-N-methylglycine). As a reaction SMILES: C[O:2][C:3](=[O:23])[CH2:4][N:5]([NH:7][C:8](=[O:22])[CH2:9][CH2:10][CH2:11][CH2:12][C@H:13]1[C@@H:21]2[C@@H:16]([NH:17][C:18]([NH:20]2)=[O:19])[CH2:15][S:14]1)[CH3:6].[OH-].[Na+]>CO>[C:8]([NH:7][N:5]([CH3:6])[CH2:4][C:3]([OH:23])=[O:2])(=[O:22])[CH2:9][CH2:10][CH2:11][CH2:12][C@H:13]1[C@@H:21]2[C@@H:16]([NH:17][C:18]([NH:20]2)=[O:19])[CH2:15][S:14]1 |f:1.2|. Procedure: To a solution of biotinamido-N-methyl-glycine methyl ester in methanol is added 1.5-2.0 equivalents of 1 N aqueous sodium hydroxide. The mixture is stirred at 15-45° C. for 4-24 h and then concentrated via reduced pressure rotary evaporation. The residue is diluted with deionized water and the pH of the solution is adjusted to 1-2 by addition of 6 N aqueous hydrochloric acid. The mixture is again concentrated via reduced pressure rotary evaporation. The residue is chromatographed on reverse phas... The reactants are COC1=CC2=C(N=C(S2)C2=C(C(=CC=C2)OC)Br)C=C1 (6-methoxy-2-(2-bromo-3-methoxy-phenyl)-benzothiazole), C([O-])([O-])=O.[K+].[K+] (potassium carbonate), CB(O)O (methylboronic acid). The reagents and catalysts are C=1C=CC(=CC1)[P](C=2C=CC=CC2)(C=3C=CC=CC3)[Pd]([P](C=4C=CC=CC4)(C=5C=CC=CC5)C=6C=CC=CC6)([P](C=7C=CC=CC7)(C=8C=CC=CC8)C=9C=CC=CC9)[P](C=1C=CC=CC1)(C=1C=CC=CC1)C=1C=CC=CC1 (tetrakis(triphenylphosphine)palladium). Solvent: C(C)OC(C)=O (ethylacetate), C1(=CC=CC=C1)C (toluene). Reaction conditions: temperature 100 celsius. Yields the product COC1=CC2=C(N=C(S2)C2=C(C(=CC=C2)OC)C)C=C1 (6-methoxy-2-(2-methyl-3-methoxy-phenyl)-benzothiazole). Yield: 63.2%. Reaction SMILES: [CH3:1][O:2][C:3]1[CH:20]=[CH:19][C:6]2[N:7]=[C:8]([C:10]3[CH:15]=[CH:14][CH:13]=[C:12]([O:16][CH3:17])[C:11]=3Br)[S:9][C:5]=2[CH:4]=1.[C:21](=O)([O-])[O-].[K+].[K+].CB(O)O>C1(C)C=CC=CC=1.C(OC(=O)C)C.C1C=CC([P]([Pd]([P](C2C=CC=CC=2)(C2C=CC=CC=2)C2C=CC=CC=2)([P](C2C=CC=CC=2)(C2C=CC=CC=2)C2C=CC=CC=2)[P](C2C=CC=CC=2)(C2C=CC=CC=2)C2C=CC=CC=2)(C2C=CC=CC=2)C2C=CC=CC=2)=CC=1>[CH3:1][O:2][C:3]1[CH:20]=[CH:19][C:6]2[N:7]=[C:8]([C:10]3[CH:15]=[CH:14][CH:13]=[C:12]([O:16][CH3:17])[C:11]=3[CH3:21])[S:9][C:5]=2[CH:4]=1 |f:1.2.3,^1:47,49,68,87|. Reported procedure: To a solution of 6-methoxy-2-(2-bromo-3-methoxy-phenyl)-benzothiazole (0.128, 0.366 mmol) in dry toluene (4 mL) was added potassium carbonate (0.404 g, 2.92 mmol), methylboronic acid (88 mg, 1.47 mmol) and tetrakis(triphenylphosphine)palladium (42 mg, 0.036 mmol). The mixture was heated to 100° C. for 3 h, then cooled to room temperature. The mixture was diluted with ethylacetate and washed with water, saturated sodium carbonate and brine. After chromatographic purification gave 6-methoxy-2-(2-m... The reactants are NC=1N(C=C(N1)CCCCCC#C)C(=O)OC(C)(C)C (tert-butyl 2-amino-4-(hept-6-ynyl)-1H-imidazole-1-carboxylate), N(=[N+]=[N-])CCNC(CCCCCCCCCCCCC)=O (N-(2-azidoethyl)tetradecanamide). Product: NC=1N(C=C(N1)CCCCCC=1N=NN(C1)CCNC(CCCCCCCCCCCCC)=O)C(=O)OC(C)(C)C (tert-butyl 2-amino-4-(5-(1-(2-tetradecanamidoethyl)-1H-1,2,3-triazol-4-yl)pentyl)-1H-imidazole-1-carboxylate). RXN SMILES: [NH2:1][C:2]1[N:3]([C:14]([O:16][C:17]([CH3:20])([CH3:19])[CH3:18])=[O:15])[CH:4]=[C:5]([CH2:7][CH2:8][CH2:9][CH2:10][CH2:11][C:12]#[CH:13])[N:6]=1.[N:21]([CH2:24][CH2:25][NH:26][C:27](=[O:41])[CH2:28][CH2:29][CH2:30][CH2:31][CH2:32][CH2:33][CH2:34][CH2:35][CH2:36][CH2:37][CH2:38][CH2:39][CH3:40])=[N+:22]=[N-:23]>>[NH2:1][C:2]1[N:3]([C:14]([O:16][C:17]([CH3:20])([CH3:19])[CH3:18])=[O:15])[CH:4]=[C:5]([CH2:7][CH2:8][CH2:9][CH2:10][CH2:11][C:12]2[N:23]=[N:22][N:21]([CH2:24][CH2:25][NH:26][C:27](=[O:41])[CH2:28][CH2:29][CH2:30][CH2:31][CH2:32][CH2:33][CH2:34][CH2:35][CH2:36][CH2:37][CH2:38][CH2:39][CH3:40])[CH:13]=2)[N:6]=1. Reported procedure: tert-butyl 2-amino-4-(hept-6-ynyl)-1H-imidazole-1-carboxylate (0.111 g, 0.401 mmol) was reacted with N-(2-azidoethyl)tetradecanamide (0.130 g, 0.401 mmol) following the general click procedure to give tert-butyl 2-amino-4-(5-(1-(2-tetradecanamidoethyl)-1H-1,2,3-triazol-4-yl)pentyl)-1H-imidazole-1-carboxylate 1H NMR (300 MHz, CDCl3) δ 7.26 (s, 1H), δ 6.85 (s, 1H), δ 6.42 (s, 1H), δ 6.05 (s, 1H), δ 4.38 (s, 2H), δ 3.66 (s, 2H), δ 2.60 (s, 2H), δ 2.11 (s, 2H), δ 2.08 (t, 2H), δ 1.41 (m, 13H), δ 1.3... The reactants are C(C)(C)(C)OC(=O)NC(C=1C=C(OCC2=CC=C(C(=O)OC)C=C2)C=CC1)C1=CC=CC=C1 (methyl 4-((3-(((tert-butoxycarbonyl)amino)(phenyl)methyl)-phenoxy)methyl)benzoate), Cl (hydrogen chloride), O1CCOCC1 (dioxane). Solvent: CO (methanol). Reaction conditions: time 16 hour. The product is Cl.N[C@H](C=1C=C(OCC2=CC=C(C(=O)OC)C=C2)C=CC1)C1=CC=CC=C1 ((S)-Methyl 4-((3-(amino(phenyl)methyl)phenoxy)methyl)benzoate hydrochloride). The yield is 95.0%. Reaction SMILES: C(OC([NH:8][CH:9]([C:28]1[CH:33]=[CH:32][CH:31]=[CH:30][CH:29]=1)[C:10]1[CH:11]=[C:12]([CH:25]=[CH:26][CH:27]=1)[O:13][CH2:14][C:15]1[CH:24]=[CH:23][C:18]([C:19]([O:21][CH3:22])=[O:20])=[CH:17][CH:16]=1)=O)(C)(C)C.[ClH:34].O1CCOCC1>CO>[ClH:34].[NH2:8][C@@H:9]([C:28]1[CH:29]=[CH:30][CH:31]=[CH:32][CH:33]=1)[C:10]1[CH:11]=[C:12]([CH:25]=[CH:26][CH:27]=1)[O:13][CH2:14][C:15]1[CH:24]=[CH:23][C:18]([C:19]([O:21][CH3:22])=[O:20])=[CH:17][CH:16]=1 |f:4.5|. Procedure details: To a solution of methyl 4-((3-(((tert-butoxycarbonyl)amino)(phenyl)methyl)-phenoxy)methyl)benzoate (3.21 g, 7.20 mmol) in methanol (36 mL) was added hydrogen chloride in dioxane (4 M, 9.0 mL, 36 mmol). The reaction mixture was stirred at RT for 16 hours. The solvent was removed at reduced pressure to afford the title compound (2.65 g, >95%).